Dataset: the Open Reaction Database (ORD), a public repository of structured organic reaction records. Task: describe an organic reaction: reactants, conditions, products, and yield Reactants: CC(C)(C)OC(=O)NC(CO)CCCCNC(=O)OCc1ccccc1, CS(C)=O, ClCCl, O=S(=O)=O, c1ccncc1. The product is CC(C)(C)OC(=O)NC(C=O)CCCCNC(=O)OCc1ccccc1. RXN SMILES: [C:11]([CH3:12])([CH3:13])([CH3:14])[O:15][C:16](=[O:17])[NH:18][CH:19]([CH2:20][CH2:21][CH2:22][CH2:23][NH:24][C:25]([O:26][CH2:27][c:28]1[cH:29][cH:30][cH:31][cH:32][cH:33]1)=[O:34])[CH2:35][OH:36].[CH3:37][S:38]([CH3:39])=[O:40].[Cl:41][CH2:42][Cl:43].[S:7](=[O:8])(=[O:9])=[O:10].[n:1]1[cH:2][cH:3][cH:4][cH:5][cH:6]1>>[C:11]([CH3:12])([CH3:13])([CH3:14])[O:15][C:16](=[O:17])[NH:18][CH:19]([CH2:20][CH2:21][CH2:22][CH2:23][NH:24][C:25]([O:26][CH2:27][c:28]1[cH:29][cH:30][cH:31][cH:32][cH:33]1)=[O:34])[CH:35]=[O:36]. Reactants: ClC=1C=C(CN2C(NC(C=3NC(=NC23)C(C)C)=O)=O)C=CC1 (3-(3-chlorobenzyl)-8-isopropyl-xanthine), P12(=S)SP3(=S)SP(=S)(S1)SP(=S)(S2)S3 (phosphorus pentasulfide), [OH-].[Na+] (NaOH). Solvent: N1=CC=CC=C1 (pyridine). Reaction conditions: temperature -5 celsius. The product is N1C(=S)NC=2N=CNC2C1=O (thioxanthine). Isolated yield 226.7%. RXN SMILES: ClC1C=C(C=CC=1)C[N:6]1[C:14]2[N:13]=[C:12](C(C)C)[NH:11][C:10]=2[C:9](=[O:18])[NH:8][C:7]1=O.P12(SP3(SP(SP(S3)(S1)=S)(=S)S2)=S)=[S:24].[OH-].[Na+]>N1C=CC=CC=1>[NH:8]1[C:9](=[O:18])[C:10]2[NH:11][CH:12]=[N:13][C:14]=2[NH:6][C:7]1=[S:24] |f:2.3|. Reported procedure: 3.19 g of 3-(3-chlorobenzyl)-8-isopropyl-xanthine and 2.67 g of phosphorus pentasulfide were heated under reflux in 35 ml of pyridine for 5 hours. After cooling to -5° C., 13.2 ml (26.4 mM) of 2N NaOH were added over 15 minutes. The reaction mixture was evaporated to dryness, the residue suspended in water, the pH adjusted to 7.5 and the solid collected. The product was redissolved in 100 ml of 1N NaOH, treated with charcoal (5%), filtered and neutralized to pH 7.5. The solid was collected, wash...